The task is: describe an organic reaction: reactants, conditions, products, and yield. This data is from the Open Reaction Database (ORD), a public repository of structured organic reaction records. The reactants are C(C)(C)NC(C)C (Diisopropylamine), compound 5, bis(indole)zinc, C(CCC)[Li] (n-Butyllithium), COC1=CC=C2C(=CN(C2=C1)CCC)C#N (6-methoxy-1-propyl-1H-indole-3-carbonitrile), IC1=CC=C(N)C=C1 (4-iodoaniline), C1(=CC=CC=C1)P(C1=CC=CC=C1)C1=CC=CC=C1 (triphenylphosphine). The product is NC1=CC=C(C=C1)C=1N(C2=CC(=CC=C2C1C#N)OC)CCC (2-(4-aminophenyl)-6-methoxy-1-propyl-1H-indole-3-carbonitrile). The reagents and catalysts are C=1C=CC(=CC1)/C=C/C(=O)/C=C/C2=CC=CC=C2.C=1C=CC(=CC1)/C=C/C(=O)/C=C/C2=CC=CC=C2.C=1C=CC(=CC1)/C=C/C(=O)/C=C/C2=CC=CC=C2.[Pd].[Pd] (Pd2(dba)3), [Cl-].[Cl-].[Zn+2] (ZnCl2), [Cl-].[Zn+2].[Cl-] (zinc chloride). Run in C1CCOC1 (THF), C1CCOC1 (THF). Procedure details: A nitrogen-purged flask fitted with a septum and a nitrogen needle is charged with dry THF (all additions performed by syringe) (20 mL). Diisopropylamine (Aldrich Sure-Seal, 2.00 mL, 14.3 mmol) is added, and the solution is cooled to 0° C. n-Butyllithium (8.50 mL of 1.6 M solution in hexane, 13.6 mmol) is added slowly. The flask is allowed to warm to room temperature briefly, and then is cooled to −78° C. A concentrated THF solution of 6-methoxy-1-propyl-1H-indole-3-carbonitrile (2.77 g, 12.9 mm... Reaction conditions: time 15 minute. As a reaction SMILES: C(NC(C)C)(C)C.C([Li])CCC.[CH3:13][O:14][C:15]1[CH:23]=[C:22]2[C:18]([C:19]([C:27]#[N:28])=[CH:20][N:21]2[CH2:24][CH2:25][CH3:26])=[CH:17][CH:16]=1.I[C:30]1[CH:36]=[CH:35][C:33]([NH2:34])=[CH:32][CH:31]=1.C1(P(C2C=CC=CC=2)C2C=CC=CC=2)C=CC=CC=1>[Cl-].[Cl-].[Zn+2].C1C=CC(/C=C/C(/C=C/C2C=CC=CC=2)=O)=CC=1.C1C=CC(/C=C/C(/C=C/C2C=CC=CC=2)=O)=CC=1.C1C=CC(/C=C/C(/C=C/C2C=CC=CC=2)=O)=CC=1.[Pd].[Pd].C1COCC1>[NH2:34][C:33]1[CH:35]=[CH:36][C:30]([C:20]2[N:21]([CH2:24][CH2:25][CH3:26])[C:22]3[C:18]([C:19]=2[C:27]#[N:28])=[CH:17][CH:16]=[C:15]([O:14][CH3:13])[CH:23]=3)=[CH:31][CH:32]=1 |f:5.6.7,8.9.10.11.12|. Reaction SMILES: [CH3:20][c:21]1[n:22][c:23]([NH2:26])[s:24][cH:25]1.[CH3:77][c:78]1[cH:79][cH:80][cH:81][cH:82][cH:83]1.[CH:104](=[CH:105][C:106]([CH:107]=[CH:108][c:109]1[cH:110][cH:111][cH:112][cH:113][cH:114]1)=[O:115])[c:116]1[cH:117][cH:118][cH:119][cH:120][cH:121]1.[CH:122](=[CH:123][C:124]([CH:125]=[CH:126][c:127]1[cH:128][cH:129][cH:130][cH:131][cH:132]1)=[O:133])[c:134]1[cH:135][cH:136][cH:137][cH:138][cH:139]1.[CH:86](=[CH:87][C:88]([CH:89]=[CH:90][c:91]1[cH:92][cH:93][cH:94][cH:95][cH:96]1)=[O:97])[c:98]1[cH:99][cH:100][cH:101][cH:102][cH:103]1.[Cl:1][c:2]1[n:3][cH:4][c:5]([C:6](=[O:7])[O:8][CH2:9][CH3:10])[c:11]([O:13][c:14]2[cH:15][cH:16][cH:17][cH:18][cH:19]2)[cH:12]1.[K+:32].[K+:33].[K+:34].[OH2:140].[P:27]([O-:28])([O-:29])([O-:30])=[O:31].[Pd:84].[Pd:85].[c:35]1([P:36]([c:37]2[cH:38][cH:39][cH:40][cH:41][cH:42]2)[c:43]2[c:44]3[c:68]([cH:69][cH:70][cH:71]2)[C:65]([CH3:66])([CH3:67])[c:47]2[c:46]([c:51]([P:52]([c:53]4[cH:54][cH:55][cH:56][cH:57][cH:58]4)[c:59]4[cH:60][cH:61][cH:62][cH:63][cH:64]4)[cH:50][cH:49][cH:48]2)[O:45]3)[cH:72][cH:73][cH:74][cH:75][cH:76]1>>[c:2]1([NH:26][c:23]2[n:22][c:21]([CH3:20])[cH:25][s:24]2)[n:3][cH:4][c:5]([C:6](=[O:7])[O:8][CH2:9][CH3:10])[c:11]([O:13][c:14]2[cH:15][cH:16][cH:17][cH:18][cH:19]2)[cH:12]1. Yields the product CCOC(=O)c1cnc(Nc2nc(C)cs2)cc1Oc1ccccc1. Reactants: Cc1csc(N)n1, Cc1ccccc1, O=C(C=Cc1ccccc1)C=Cc1ccccc1, O=C(C=Cc1ccccc1)C=Cc1ccccc1, O=C(C=Cc1ccccc1)C=Cc1ccccc1, CCOC(=O)c1cnc(Cl)cc1Oc1ccccc1, [K+], [K+], [K+], O, O=P([O-])([O-])[O-], [Pd], [Pd], CC1(C)c2cccc(P(c3ccccc3)c3ccccc3)c2Oc2c(P(c3ccccc3)c3ccccc3)cccc21. Starting materials: [N+](=O)([O-])C=1C=C(C=CC1)C(=CC(=O)O)C (3-(3-nitrophenyl)-2-butenoic acid), ClC(=O)OCC (ethyl chloroformate), CC(CCCCCCCCC)N (1-methyldecylamine). Run in ClCCl (dichloromethane), ClCCl (dichloromethane), ClCCl (dichloromethane), C(C)N(CC)CC (triethylamine), ClCCl (dichloromethane). Run at time 30 minute. The product is CC(CCCCCCCCC)NC(C=C(C)C1=CC(=CC=C1)[N+](=O)[O-])=O (N-(1-Methyldecyl)-3-(3-Nitrophenyl)-2-butenamide). As a reaction SMILES: [N+:1]([C:4]1[CH:5]=[C:6]([C:10]([CH3:15])=[CH:11][C:12]([OH:14])=O)[CH:7]=[CH:8][CH:9]=1)([O-:3])=[O:2].ClC(OCC)=O.[CH3:22][CH:23]([NH2:33])[CH2:24][CH2:25][CH2:26][CH2:27][CH2:28][CH2:29][CH2:30][CH2:31][CH3:32]>ClCCl.C(N(CC)CC)C>[CH3:22][CH:23]([NH:33][C:12](=[O:14])[CH:11]=[C:10]([C:6]1[CH:7]=[CH:8][CH:9]=[C:4]([N+:1]([O-:3])=[O:2])[CH:5]=1)[CH3:15])[CH2:24][CH2:25][CH2:26][CH2:27][CH2:28][CH2:29][CH2:30][CH2:31][CH3:32]. Procedure: To a stirred slurry of 5.2 g. of the 3-(3-nitrophenyl)-2-butenoic acid from Preparation 12 having a melting point of 208°-210° C., in 100 ml. of dichloromethane, was added 2.8 g. of triethylamine in 10 ml. of dichloromethane. This was followed by the addition of a solution of 3.0 g. of ethyl chloroformate in 20 ml. of dichloromethane, during 20 minutes. Stirring was continued for 30 minutes, and then a solution of 1-methyldecylamine in 20 ml. of dichloromethane was added dropwise during 25 minut... Starting materials: BrCCOC=1C=C(C=CC1)C1=NOC2=C1SC=C2 (3-[3-(2-bromo-ethoxy)-phenyl]-thieno[2,3-d]isoxazole), C([O-])([O-])=O.[K+].[K+] (potassium carbonate), NCC=1C=NC=CC1 (3-(aminomethyl)pyridine). Solvent: C(C)#N (acetonitrile). Yields the product N1=CC(=CC=C1)CNCCOC1=CC(=CC=C1)C1=NOC2=C1SC=C2 (pyridin-3-ylmethyl-[2-(3-thieno[2,3-d]isoxazol-3-yl-phenoxy)-ethyl]-amine). As a reaction SMILES: Br[CH2:2][CH2:3][O:4][C:5]1[CH:6]=[C:7]([C:11]2[C:15]3[S:16][CH:17]=[CH:18][C:14]=3[O:13][N:12]=2)[CH:8]=[CH:9][CH:10]=1.C(=O)([O-])[O-].[K+].[K+].[NH2:25][CH2:26][C:27]1[CH:28]=[N:29][CH:30]=[CH:31][CH:32]=1>C(#N)C>[N:29]1[CH:30]=[CH:31][CH:32]=[C:27]([CH2:26][NH:25][CH2:2][CH2:3][O:4][C:5]2[CH:10]=[CH:9][CH:8]=[C:7]([C:11]3[C:15]4[S:16][CH:17]=[CH:18][C:14]=4[O:13][N:12]=3)[CH:6]=2)[CH:28]=1 |f:1.2.3|. Procedure details: The title compound is prepared from 3-[3-(2-bromo-ethoxy)-phenyl]-thieno[2,3-d]isoxazole, potassium carbonate, 3-(aminomethyl)pyridine and acetonitrile essentially as described above in example 18 except that the Waters Sep-Pak filtration is eluted with 10% methanol in dichloromethane and the column is eluted using a graded solvent mixture of 2% methanol in dichloromethane, to 6% methanol in dichloromethane. Purity by LC/MS (APCI)=100%, [M+H]+=352. The solvent is C1CCOC1 (THF). Yields the product COC(=O)C=1N(C(=CC1)S(=O)(=O)N1C[C@H](CC1)O)C ((S)-5-(3-hydroxy-pyrrolidine-1-sulfonyl)-1-methyl-1H-pyrrole-2-carboxylic acid methyl ester). RXN SMILES: [OH:1][C@H:2]1[CH2:6][CH2:5][NH:4][CH2:3]1.C(N(C(C)C)CC)(C)C.[CH3:16][O:17][C:18]([C:20]1[N:21]([CH3:29])[C:22]([S:25](Cl)(=[O:27])=[O:26])=[CH:23][CH:24]=1)=[O:19].Cl>C1COCC1>[CH3:16][O:17][C:18]([C:20]1[N:21]([CH3:29])[C:22]([S:25]([N:4]2[CH2:5][CH2:6][C@H:2]([OH:1])[CH2:3]2)(=[O:27])=[O:26])=[CH:23][CH:24]=1)=[O:19]. Run at time 2 hour. Isolated yield 95.6%. Procedure details: To a solution of (S)-3-hydroxypyrrolidine (2.0 g, 22.9 mmol) in THF (40 mL) was added diisopropylethylamine (12.0 mL, 68.9 mmol) and 5-chlorosulfonyl-1-methyl-1H-pyrrole-2-carboxylic acid methyl ester (6.0 g, 25.3 mmol). The resulting solution was stirred at room temperature for 2 h. Upon completion, as determined by HPLC, the reaction was acidified with 3N HCl and partitioned between H2O (100 mL) and Ethyl acetate (100 mL). The layers were cut and the aqueous layer was extracted with Ethyl acet... Starting materials: O[C@@H]1CNCC1 ((S)-3-hydroxypyrrolidine), C(C)(C)N(CC)C(C)C (diisopropylethylamine), COC(=O)C=1N(C(=CC1)S(=O)(=O)Cl)C (5-chlorosulfonyl-1-methyl-1H-pyrrole-2-carboxylic acid methyl ester), Cl (HCl). Reactants: FC1=C(C=CC(=C1)F)N1N=CC(=C1C)C(=O)O (1-(2,4-Difluorophenyl)-5-methylpyrazole-4-carboxylic acid), NC=1C=CC(=C(C#N)C1)N1CCN(CC1)CCO (5-amino-2-[4-(2-hydroxyethyl)piperazin-1-yl]benzonitrile), ON1N=NC2=C1C=CC=C2 (1-hydroxybenzotriazole), C(C)N=C=NCCCN(C)C (1-ethyl-3-(3′-dimethylaminopropyl)carbodiimide), C([O-])([O-])=O.[K+].[K+] (potassium carbonate). Solvent: CN(C=O)C (dimethylformamide). Reaction conditions: time 5 hour. The product is C(#N)C=1C=C(C=CC1N1CCN(CC1)CCO)NC(=O)C=1C=NN(C1C)C1=C(C=C(C=C1)F)F (N-{3-Cyano-4-[4-(2-hydroxyethyl)piperazin-1-yl]phenyl}-1-(2,4-difluorophenyl)-5-methylpyrazole-4-carboxamide). The yield is 52.8%. RXN SMILES: [F:1][C:2]1[CH:7]=[C:6]([F:8])[CH:5]=[CH:4][C:3]=1[N:9]1[C:13]([CH3:14])=[C:12]([C:15]([OH:17])=O)[CH:11]=[N:10]1.[NH2:18][C:19]1[CH:20]=[CH:21][C:22]([N:27]2[CH2:32][CH2:31][N:30]([CH2:33][CH2:34][OH:35])[CH2:29][CH2:28]2)=[C:23]([CH:26]=1)[C:24]#[N:25].ON1C2C=CC=CC=2N=N1.C(N=C=NCCCN(C)C)C.C(=O)([O-])[O-].[K+].[K+]>CN(C)C=O>[C:24]([C:23]1[CH:26]=[C:19]([NH:18][C:15]([C:12]2[CH:11]=[N:10][N:9]([C:3]3[CH:4]=[CH:5][C:6]([F:8])=[CH:7][C:2]=3[F:1])[C:13]=2[CH3:14])=[O:17])[CH:20]=[CH:21][C:22]=1[N:27]1[CH2:28][CH2:29][N:30]([CH2:33][CH2:34][OH:35])[CH2:31][CH2:32]1)#[N:25] |f:4.5.6|. Procedure details: 1-(2,4-Difluorophenyl)-5-methylpyrazole-4-carboxylic acid (2.4 g), 5-amino-2-[4-(2-hydroxyethyl)piperazin-1-yl]benzonitrile (2.4 g), 1-hydroxybenzotriazole (1.6 g) and 1-ethyl-3-(3′-dimethylaminopropyl)carbodiimide (2.3 g) were added to dimethylformamide (25 ml) and the mixture was stirred at room temperature for 5 h. The reaction mixture was treated with aqueous potassium carbonate solution and extracted with ethyl acetate. The organic layer was washed with saturated brine and dried over anhydr... The reactants are ice water, [O-]O.C1(=CC=CC=C1)C(C)C (cumene hydroperoxide), C(CCCCCCCCCCC)S (n-dodecyl mercaptan), S(=O)(=O)(OCCCCCCCCCCCC)[O-].[Na+] (sodium lauryl sulfate), [O-]P([O-])(=O)OP(=O)([O-])[O-].[Na+].[Na+].[Na+].[Na+] (tetrasodium pyrophosphate), C=CC(C)=C (isoprene), C(C(=C)C)(=O)OC (methyl methacrylate), ferrous sulfate heptahydrate. Solvent: O (water). The product is C=CC(C)=C.C(C(=C)C)(=O)OC (isoprene methyl methacrylate). As a reaction SMILES: [CH2:1]=[CH:2][C:3](=[CH2:5])[CH3:4].[C:6]([O:11][CH3:12])(=[O:10])[C:7]([CH3:9])=[CH2:8].C(S)CCCCCCCCCCC.[O-]O.C1(C(C)C)C=CC=CC=1.[O-]P(OP([O-])([O-])=O)(=O)[O-].[Na+].[Na+].[Na+].[Na+].S([O-])(OCCCCCCCCCCCC)(=O)=O.[Na+]>O>[CH2:1]=[CH:2][C:3](=[CH2:4])[CH3:5].[C:6]([O:11][CH3:12])(=[O:10])[C:7]([CH3:9])=[CH2:8] |f:3.4,5.6.7.8.9,10.11,13.14|. Procedure details: An isoprene-methyl methacrylate copolymer is prepared according to Example 17, except that the polymerization temperature is maintained between 25°-28° C. by cooling with ice water. The quantities of the reactants are as follows: 50 grams isoprene, 28 grams methyl methacrylate, 0.16 grams n-dodecyl mercaptan, 0.16 grams cumene hydroperoxide, 150 ml. deionized water, 0.30 grams ferrous sulfate heptahydrate, 0.28 grams tetrasodium pyrophosphate, 0.78 grams sodium lauryl sulfate, and 2.43 grams Tri... Starting materials: CC1(C)OC(=O)C(=CC(=O)N(Cc2ccc(F)cc2)OCC(=O)O)O1, CNC, CCOC(C)=O, CN(C)C=O, O=C(Cl)C(=O)Cl, ClCCl, c1ccncc1. Yields the product CN(C)C(=O)CON(Cc1ccc(F)cc1)C(=O)C=C1OC(C)(C)OC1=O. RXN SMILES: [CH3:1][C:2]1([CH3:25])[O:3][C:4](=[O:24])[C:5](=[CH:7][C:8](=[O:9])[N:10]([O:11][CH2:12][C:13](=[O:14])[OH:15])[CH2:16][c:17]2[cH:18][cH:19][c:20]([F:23])[cH:21][cH:22]2)[O:6]1.[CH3:32][NH:33][CH3:34].[CH3:44][CH2:45][O:46][C:47](=[O:48])[CH3:49].[CH3:50][N:51]([CH3:52])[CH:53]=[O:54].[Cl:26][C:27]([C:28]([Cl:29])=[O:30])=[O:31].[Cl:41][CH2:42][Cl:43].[cH:35]1[cH:36][cH:37][n:38][cH:39][cH:40]1>>[CH3:1][C:2]1([CH3:25])[O:3][C:4](=[O:24])[C:5](=[CH:7][C:8](=[O:9])[N:10]([O:11][CH2:12][C:13](=[O:14])[N:33]([CH3:32])[CH3:34])[CH2:16][c:17]2[cH:18][cH:19][c:20]([F:23])[cH:21][cH:22]2)[O:6]1.